Dataset: the Open Reaction Database (ORD), a public repository of structured organic reaction records. Task: describe an organic reaction: reactants, conditions, products, and yield The product is COCCOC1=CC=C(C=C1)C=1N=C2N(N=C(C=C2)OCCC)C1 (2-[4-(2-Methoxyethoxy)phenyl]-6-propoxyimid-azo[1,2-b]pyridazine). Procedure: A stirred mixture of 6-propoxypyridazin-3-amine (4.50 g, 29.4 mmol), 2-bromo-1-[4-(2-methoxyethoxy)phenyl]ethanone (8.03 g, 29.4 mmol) and ethanol (280 mL) was heated under reflux for 2.5 hours. The mixture was cooled and sodium bicarbonate (2.50 g, 30 mmol) added. The mixture was stirred at room temperature for 15 hours, heated under reflux for 1 hour, then cooled and evaporated. The residue was extracted with chloroform (150 mL) and the extract washed with saturated, aqueous, sodium chloride s... Reaction SMILES: [CH2:1]([O:4][C:5]1[N:10]=[N:9][C:8]([NH2:11])=[CH:7][CH:6]=1)[CH2:2][CH3:3].Br[CH2:13][C:14]([C:16]1[CH:21]=[CH:20][C:19]([O:22][CH2:23][CH2:24][O:25][CH3:26])=[CH:18][CH:17]=1)=O.C(=O)(O)[O-].[Na+]>C(O)C>[CH3:26][O:25][CH2:24][CH2:23][O:22][C:19]1[CH:18]=[CH:17][C:16]([C:14]2[N:11]=[C:8]3[CH:7]=[CH:6][C:5]([O:4][CH2:1][CH2:2][CH3:3])=[N:10][N:9]3[CH:13]=2)=[CH:21][CH:20]=1 |f:2.3|. The yield is 41.0%. Reaction conditions: time 15 hour. Starting materials: C(CC)OC1=CC=C(N=N1)N (6-propoxypyridazin-3-amine), BrCC(=O)C1=CC=C(C=C1)OCCOC (2-bromo-1-[4-(2-methoxyethoxy)phenyl]ethanone), C([O-])(O)=O.[Na+] (sodium bicarbonate). Run in C(C)O (ethanol). Reactants: [Br-], CCOCC, C[Mg+], [Cl-], N#CC1CC1C(=O)c1ccc(F)cc1F, [NH4+]. Reaction SMILES: [Br-:1].[CH3:21][CH2:22][O:23][CH2:24][CH3:25].[CH3:2][Mg+:3].[Cl-:19].[F:4][c:5]1[c:6]([C:7](=[O:8])[CH:9]2[CH:10]([C:12]#[N:13])[CH2:11]2)[cH:14][cH:15][c:16]([F:18])[cH:17]1.[NH4+:20]>>[CH3:2][C:7]([c:6]1[c:5]([F:4])[cH:17][c:16]([F:18])[cH:15][cH:14]1)([OH:8])[CH:9]1[CH:10]([C:12]#[N:13])[CH2:11]1. Product: CC(O)(c1ccc(F)cc1F)C1CC1C#N. The yield is 98.7%. Procedure details: To a solution of 5-bromosalicylaldehyde (5.0 gm, 0.025 mol) in DMF (40 mL) were added powdered potassium carbonate (5.15 gm, 0.037 mol) and 2-iodopropane (3.5 mL, 0.035 mol) dropwise with stirring. The mixture was stirred overnight at room temperature, partitioned between diethyl ether and water. The aqueous was extracted with ether, and the combined organic layers were washed with water, saturated brine solution, dried (Na2 SO4), and evaporated to afford 6.0 gm of pure title compound. As a reaction SMILES: [Br:1][C:2]1[CH:9]=[C:6]([CH:7]=[O:8])[C:5]([OH:10])=[CH:4][CH:3]=1.C(=O)([O-])[O-].[K+].[K+].I[CH:18]([CH3:20])[CH3:19]>CN(C=O)C>[Br:1][C:2]1[CH:3]=[CH:4][C:5]([O:10][CH:18]([CH3:20])[CH3:19])=[C:6]([CH:9]=1)[CH:7]=[O:8] |f:1.2.3|. The solvent is CN(C)C=O (DMF). Reactants: BrC1=CC=C(C(C=O)=C1)O (5-bromosalicylaldehyde), C([O-])([O-])=O.[K+].[K+] (potassium carbonate), IC(C)C (2-iodopropane). Yields the product BrC=1C=CC(=C(C=O)C1)OC(C)C (5-Bromo-2-isopropoxy-benzaldehyde).